From a dataset of the Open Reaction Database (ORD), a public repository of structured organic reaction records. describe an organic reaction: reactants, conditions, products, and yield Reactants: ClCCl, O=S(=O)(Cl)c1cccc(F)c1, Nc1cccc(-c2nn3c(c2-c2ccncc2)SCCC3)c1. The product is O=S(=O)(Nc1cccc(-c2nn3c(c2-c2ccncc2)SCCC3)c1)c1cccc(F)c1. RXN SMILES: [Cl:34][CH2:35][Cl:36].[F:23][c:24]1[cH:25][c:26]([S:30](=[O:31])(=[O:32])[Cl:33])[cH:27][cH:28][cH:29]1.[n:1]1[cH:2][cH:3][c:4](-[c:7]2[c:8](-[c:16]3[cH:17][c:18]([NH2:22])[cH:19][cH:20][cH:21]3)[n:9][n:10]3[c:11]2[S:12][CH2:13][CH2:14][CH2:15]3)[cH:5][cH:6]1>>[n:1]1[cH:2][cH:3][c:4](-[c:7]2[c:8](-[c:16]3[cH:17][c:18]([NH:22][S:30]([c:26]4[cH:25][c:24]([F:23])[cH:29][cH:28][cH:27]4)(=[O:31])=[O:32])[cH:19][cH:20][cH:21]3)[n:9][n:10]3[c:11]2[S:12][CH2:13][CH2:14][CH2:15]3)[cH:5][cH:6]1.